This data is from the Open Reaction Database (ORD), a public repository of structured organic reaction records. The task is: describe an organic reaction: reactants, conditions, products, and yield The reactants are NC1=C(C(=O)N)C=C(C=N1)Cl (2-amino-5-chloronicotinamide), BrCC1=CC(=C(C=C1)C)F (4-(bromomethyl)-2-fluoro-1-methylbenzene). Yields the product Br.ClC=1C=C(C(N(C1)CC1=CC(=C(C=C1)C)F)=N)C(=O)N (5-chloro-1-(3-fluoro-4-methylbenzyl)-2-imino-1,2-dihydropyridine-3-carboxamide hydrobromide). RXN SMILES: [NH2:1][C:2]1[N:10]=[CH:9][C:8]([Cl:11])=[CH:7][C:3]=1[C:4]([NH2:6])=[O:5].[Br:12][CH2:13][C:14]1[CH:19]=[CH:18][C:17]([CH3:20])=[C:16]([F:21])[CH:15]=1>>[BrH:12].[Cl:11][C:8]1[CH:7]=[C:3]([C:4]([NH2:6])=[O:5])[C:2](=[NH:1])[N:10]([CH2:13][C:14]2[CH:19]=[CH:18][C:17]([CH3:20])=[C:16]([F:21])[CH:15]=2)[CH:9]=1 |f:2.3|. Procedure: According to the method of Example 172, 2-amino-5-chloronicotinamide was reacted with 4-(bromomethyl)-2-fluoro-1-methylbenzene to give the title compound. The reactants are [C@H]12N[C@@H](C[C@@H]2C1)CNC(=O)C1=C(N=C2SC=CN21)C (6-methyl-imidazo[2,1-b]thiazole-5-carboxylic acid [(1S,3S,5S)-2-aza-bicyclo[3.1.0]hex-3-ylmethyl]-amide), NC=1SC(=C(N1)C(=O)O)C=1C=C(C=CC1)C (2-amino-5-m-tolyl-thiazole-4-carboxylic acid). Product: NC=1SC(=C(N1)C(=O)N1[C@H]2C[C@H]2C[C@H]1CNC(=O)C1=C(N=C2SC=CN21)C)C=2C=C(C=CC2)C (6-methyl-imidazo[2,1-b]thiazole-5-carboxylic acid [(1S,3S,5S)-2-(2-amino-5-m-tolyl-thiazole-4-carbonyl)-2-aza-bicyclo[3.1.0]hex-3-ylmethyl]-amide). Reaction SMILES: [C@H:1]12[CH2:6][C@H:5]1[CH2:4][C@@H:3]([CH2:7][NH:8][C:9]([C:11]1[N:18]3[C:14]([S:15][CH:16]=[CH:17]3)=[N:13][C:12]=1[CH3:19])=[O:10])[NH:2]2.[NH2:20][C:21]1[S:22][C:23]([C:29]2[CH:30]=[C:31]([CH3:35])[CH:32]=[CH:33][CH:34]=2)=[C:24]([C:26](O)=[O:27])[N:25]=1>>[NH2:20][C:21]1[S:22][C:23]([C:29]2[CH:30]=[C:31]([CH3:35])[CH:32]=[CH:33][CH:34]=2)=[C:24]([C:26]([N:2]2[C@H:3]([CH2:7][NH:8][C:9]([C:11]3[N:18]4[C:14]([S:15][CH:16]=[CH:17]4)=[N:13][C:12]=3[CH3:19])=[O:10])[CH2:4][C@H:5]3[C@@H:1]2[CH2:6]3)=[O:27])[N:25]=1. Procedure details: prepared by reaction of 6-methyl-imidazo[2,1-b]thiazole-5-carboxylic acid [(1S,3S,5S)-2-aza-bicyclo[3.1.0]hex-3-ylmethyl]-amide with 2-amino-5-m-tolyl-thiazole-4-carboxylic acid. LC-MS (basic): tR=1.24 min; [M+H]+=493.1.